Dataset: the Open Reaction Database (ORD), a public repository of structured organic reaction records. Task: describe an organic reaction: reactants, conditions, products, and yield Reactants: CC1(C2=C(C(=CC=C2)P(C3=CC=CC=C3)C4=CC=CC=C4)OC5=C(C=CC=C51)P(C6=CC=CC=C6)C7=CC=CC=C7)C (Xantphos), C(=O)([O-])[O-].[Cs+].[Cs+] (Cs2CO3), ClC1=C2C(=CN(C1=O)C)CN(C2=O)CCC2=NC1=C(N2C)C=CC=C1 (7-chloro-5-methyl-2-[2-(1-methyl-1H-benzoimidazol-2-yl)-ethyl]-3,5-dihydro-2H-pyrrolo[3,4-c]pyridine-1,6-dione), N1CCOCC1 (morpholine). Reagents/catalysts: C(C)(=O)[O-].C(C)(=O)[O-].[Pd+2] (Palladium diacetate). The solvent is O1CCOCC1 (dioxane). Run at temperature 120 celsius. Yields the product CN1C=C2C(=C(C1=O)N1CCOCC1)C(N(C2)CCC2=NC1=C(N2C)C=CC=C1)=O (5-Methyl-2-[2-(1-methyl-1H-benzoimidazol-2-yl)-ethyl]-7-morpholin-4-yl-3,5-dihydro-2H-pyrrolo[3,4-c]pyridine-1,6-dione). The yield is 8.8%. Reaction SMILES: CC1(C)C2C(=C(P(C3C=CC=CC=3)C3C=CC=CC=3)C=CC=2)OC2C(P(C3C=CC=CC=3)C3C=CC=CC=3)=CC=CC1=2.C([O-])([O-])=O.[Cs+].[Cs+].Cl[C:50]1[C:55](=[O:56])[N:54]([CH3:57])[CH:53]=[C:52]2[CH2:58][N:59]([CH2:62][CH2:63][C:64]3[N:68]([CH3:69])[C:67]4[CH:70]=[CH:71][CH:72]=[CH:73][C:66]=4[N:65]=3)[C:60](=[O:61])[C:51]=12.[NH:74]1[CH2:79][CH2:78][O:77][CH2:76][CH2:75]1>O1CCOCC1.C([O-])(=O)C.C([O-])(=O)C.[Pd+2]>[CH3:57][N:54]1[C:55](=[O:56])[C:50]([N:74]2[CH2:79][CH2:78][O:77][CH2:76][CH2:75]2)=[C:51]2[C:60](=[O:61])[N:59]([CH2:62][CH2:63][C:64]3[N:68]([CH3:69])[C:67]4[CH:70]=[CH:71][CH:72]=[CH:73][C:66]=4[N:65]=3)[CH2:58][C:52]2=[CH:53]1 |f:1.2.3,7.8.9|. Procedure: Palladium diacetate (189 mg, 0.841 mmol), Xantphos (486 mg, 0.841 mmol) and Cs2CO3 (822 mg, 2.52 mmol) were each rapidly added in sequence to a suspension of 7-chloro-5-methyl-2-[2-(1-methyl-1H-benzoimidazol-2-yl)-ethyl]-3,5-dihydro-2H-pyrrolo[3,4-c]pyridine-1,6-dione (300 mg, 0.841 mmol, see Example c8)) and morpholine (220 mg, 2.52 mmol) in dioxane (1 ml). The reaction was heated in a microwave at about 120° C. for about 40 min. The solvent was removed and the resulting mixture was purified by...